This data is from the Open Reaction Database (ORD), a public repository of structured organic reaction records. The task is: describe an organic reaction: reactants, conditions, products, and yield The reactants are CC(C)N1CCC(Oc2ccc3c(c2)cc2n3C(C)CNC2=O)CC1, ClCc1noc(-c2ccccc2)n1, [H-], [Na+]. Product: CC(C)N1CCC(Oc2ccc3c(c2)cc2n3C(C)CN(Cc3noc(-c4ccccc4)n3)C2=O)CC1. As a reaction SMILES: [CH:1]([CH3:2])([CH3:3])[N:4]1[CH2:5][CH2:6][CH:7]([O:10][c:11]2[cH:12][c:13]3[cH:14][c:15]4[n:16]([c:17]3[cH:18][cH:19]2)[CH:20]([CH3:25])[CH2:21][NH:22][C:23]4=[O:24])[CH2:8][CH2:9]1.[Cl:28][CH2:29][c:30]1[n:31][o:32][c:33](-[c:35]2[cH:36][cH:37][cH:38][cH:39][cH:40]2)[n:34]1.[H-:26].[Na+:27]>>[CH:1]([CH3:2])([CH3:3])[N:4]1[CH2:5][CH2:6][CH:7]([O:10][c:11]2[cH:12][c:13]3[cH:14][c:15]4[n:16]([c:17]3[cH:18][cH:19]2)[CH:20]([CH3:25])[CH2:21][N:22]([CH2:29][c:30]2[n:31][o:32][c:33](-[c:35]3[cH:36][cH:37][cH:38][cH:39][cH:40]3)[n:34]2)[C:23]4=[O:24])[CH2:8][CH2:9]1.